This data is from the Open Reaction Database (ORD), a public repository of structured organic reaction records. The task is: describe an organic reaction: reactants, conditions, products, and yield Reactants: COC(CC1CCCCC1)OC (cyclohexylacetaldehyde dimethyl acetal), Cl (hydrochloric acid). Run in O1CCCC1 (tetrahydrofuran), C(C)OCC (diethyl ether). Run at time 2.5 hour. The product is C1(CCCCC1)CC=O (cyclohexylacetaldehyde). Isolated yield 131.7%. As a reaction SMILES: C[O:2][CH:3](OC)[CH2:4][CH:5]1[CH2:10][CH2:9][CH2:8][CH2:7][CH2:6]1.Cl>O1CCCC1.C(OCC)C>[CH:5]1([CH2:4][CH:3]=[O:2])[CH2:10][CH2:9][CH2:8][CH2:7][CH2:6]1. Procedure details: To a solution of 60 gm (349 mMol) cyclohexylacetaldehyde dimethyl acetal in tetrahydrofuran (50 ml) and diethyl ether (100 ml) was added 1N hydrochloric acid (200 ml) and the resulting mixture was stirred for 2.5 hours at room temperature. The reaction mixture was then partitioned between diethyl ether and water. The ether layer was then separated, dried over magnesium sulfate and concentrated under reduced pressure to give 58 gm of crude cyclohexylacetaldehyde. Starting materials: ClC=1C(=NC(=NC1Cl)N[C@@H](C)C1=NC=C(C=N1)F)NC1=NNC(=C1)OC (5,6-dichloro-N2-[(1S)-1-(5-fluoropyrimidin-2-yl)ethyl]-N4-(5-methoxy-1H-pyrazol-3-yl)pyrimidine-2,4-diamine), N1CCOCC1 (morpholine), CCN(C(C)C)C(C)C (DIPEA). Run in CCCCO (n-BuOH). Run at temperature 150 celsius. The product is ClC=1C(=NC(=NC1N1CCOCC1)N[C@@H](C)C1=NC=C(C=N1)F)NC1=NNC(=C1)OC (5-chloro-N2-[(1S)-1-(5-fluoropyrimidin-2-yl)ethyl]-N4-(5-methoxy-1H-pyrazol-3-yl)-6-morpholin-4-ylpyrimidine-2,4-diamine). Reaction SMILES: [Cl:1][C:2]1[C:3]([NH:19][C:20]2[CH:24]=[C:23]([O:25][CH3:26])[NH:22][N:21]=2)=[N:4][C:5]([NH:9][C@H:10]([C:12]2[N:17]=[CH:16][C:15]([F:18])=[CH:14][N:13]=2)[CH3:11])=[N:6][C:7]=1Cl.[NH:27]1[CH2:32][CH2:31][O:30][CH2:29][CH2:28]1.CCN(C(C)C)C(C)C>CCCCO>[Cl:1][C:2]1[C:3]([NH:19][C:20]2[CH:24]=[C:23]([O:25][CH3:26])[NH:22][N:21]=2)=[N:4][C:5]([NH:9][C@H:10]([C:12]2[N:17]=[CH:16][C:15]([F:18])=[CH:14][N:13]=2)[CH3:11])=[N:6][C:7]=1[N:27]1[CH2:32][CH2:31][O:30][CH2:29][CH2:28]1. Procedure: A mixture of 5,6-dichloro-N2-[(1S)-1-(5-fluoropyrimidin-2-yl)ethyl]-N4-(5-methoxy-1H-pyrazol-3-yl)pyrimidine-2,4-diamine (Example 30, 100 mg), morpholine (0.026 mL) and DIPEA (0.066 ml) in n-BuOH (2.0 ml) was charged into a microwave reaction vessel. The vessel was sealed and heated at 150° C. for 24 hours. The solvent was removed under reduced pressure and the residue was purified by Gilson 2%-40% MeCN/H2O, 15 minutes) to give the titled compound as solid (21.8 mg). 1H NMR δ 11.99 (s, 1H) 9.30 ... Reactants: OC1(c2ccc(Br)cc2)COC1, O=C1NCCC12CCN(S(=O)(=O)c1ccccc1Cl)CC2. The product is O=C1N(c2ccc(C3(O)COC3)cc2)CCC12CCN(S(=O)(=O)c1ccccc1Cl)CC2. As a reaction SMILES: [Br:22][c:23]1[cH:24][cH:25][c:26]([C:29]2([OH:33])[CH2:30][O:31][CH2:32]2)[cH:27][cH:28]1.[Cl:1][c:2]1[c:3]([S:8](=[O:9])(=[O:10])[N:11]2[CH2:12][CH2:13][C:14]3([CH2:15][CH2:16][NH:17][C:18]3=[O:19])[CH2:20][CH2:21]2)[cH:4][cH:5][cH:6][cH:7]1>>[Cl:1][c:2]1[c:3]([S:8](=[O:9])(=[O:10])[N:11]2[CH2:12][CH2:13][C:14]3([CH2:15][CH2:16][N:17]([c:23]4[cH:24][cH:25][c:26]([C:29]5([OH:33])[CH2:30][O:31][CH2:32]5)[cH:27][cH:28]4)[C:18]3=[O:19])[CH2:20][CH2:21]2)[cH:4][cH:5][cH:6][cH:7]1.